Dataset: the Open Reaction Database (ORD), a public repository of structured organic reaction records. Task: describe an organic reaction: reactants, conditions, products, and yield Reactants: C1(=CC=CC=C1)CC(=O)Cl (phenylacetyl chloride), CC1=CC=C(N)C=C1 (4-methylaniline), C(O)([O-])=O.[Na+] (sodium hydrogen carbonate). Solvent: C1(=CC=CC=C1)C (toluene), C1(=CC=CC=C1)C (toluene). Conditions: time 2 hour. Product: CC1=CC=C(C=C1)NC(CC1=CC=CC=C1)=O (N-(4-Methylphenyl)-2-phenylacetamide). Yield: 90.7%. Reaction SMILES: [CH3:1][C:2]1[CH:8]=[CH:7][C:5]([NH2:6])=[CH:4][CH:3]=1.[C:9]1([CH2:15][C:16](Cl)=[O:17])[CH:14]=[CH:13][CH:12]=[CH:11][CH:10]=1.C(=O)([O-])O.[Na+]>C1(C)C=CC=CC=1>[CH3:1][C:2]1[CH:8]=[CH:7][C:5]([NH:6][C:16](=[O:17])[CH2:15][C:9]2[CH:14]=[CH:13][CH:12]=[CH:11][CH:10]=2)=[CH:4][CH:3]=1 |f:2.3|. Procedure details: 1.0 g (9.3 mmol) of 4-methylaniline is dissolved in toluene (10 ml) at 0° C., under a nitrogen atmosphere. A solution of phenylacetyl chloride (1.25 ml, 9.4 mmol) in 20 ml of toluene is added dropwise to the medium. The reaction mixture is stirred at room temperature for 2 h and the medium is then hydrolyzed with cold sodium hydrogen carbonate solution. The two-phase system is stirred vigorously for 30 min and the organic phase is then collected. The aqueous phase is extracted with ethyl acetate... The reactants are CCCC[N+](C)(CCCC)CCCC, ClCCl, ClCCl, CC(=O)[O-], CC(=O)O, CC(C)=O, CC(C)=O, [Cl-], CC1CC2C3CCC4=CC(=O)C=CC4(C)C3=CCC2(C)C1(O)C(=O)CCl, Cl, [K+], O. The product is CC(=O)OCC(=O)C1(O)C(C)CC2C3CCC4=CC(=O)C=CC4(C)C3=CCC21C. As a reaction SMILES: [CH2:38]([N+:39]([CH2:40][CH2:41][CH2:42][CH3:43])([CH2:44][CH2:45][CH2:46][CH3:47])[CH3:48])[CH2:49][CH2:50][CH3:51].[CH2:52]([Cl:53])[Cl:54].[CH2:60]([Cl:61])[Cl:62].[CH3:28][C:29]([O-:30])=[O:31].[CH3:32][C:33](=[O:34])[OH:35].[CH3:55][C:56](=[O:57])[CH3:58].[CH3:63][C:64]([CH3:65])=[O:66].[Cl-:37].[Cl:1][CH2:2][C:3]([C:4]1([OH:25])[CH:5]([CH3:24])[CH2:6][CH:7]2[CH:8]3[CH2:9][CH2:10][C:11]4=[CH:12][C:13](=[O:23])[CH:14]=[CH:15][C:16]4([CH3:17])[C:18]3=[CH:19][CH2:20][C:21]12[CH3:22])=[O:26].[ClH:59].[K+:27].[OH2:36]>>[CH2:2]([C:3]([C:4]1([OH:25])[CH:5]([CH3:24])[CH2:6][CH:7]2[CH:8]3[CH2:9][CH2:10][C:11]4=[CH:12][C:13](=[O:23])[CH:14]=[CH:15][C:16]4([CH3:17])[C:18]3=[CH:19][CH2:20][C:21]12[CH3:22])=[O:26])[O:31][C:29]([CH3:28])=[O:30]. Reactants: C=C[Sn](CCCC)(CCCC)CCCC, Cc1ccccc1, Cn1c(=O)cc(-c2cccc(I)c2)c2cc(C(=O)c3ccc(Cl)cc3)ccc21, N#N. Product: C=Cc1cccc(-c2cc(=O)n(C)c3ccc(C(=O)c4ccc(Cl)cc4)cc23)c1. RXN SMILES: [CH2:31]([CH2:32][CH2:44][CH3:45])[Sn:33]([CH2:34][CH2:35][CH2:36][CH3:37])([CH2:38][CH2:39][CH2:40][CH3:41])[CH:42]=[CH2:43].[CH3:46][c:47]1[cH:48][cH:49][cH:50][cH:51][cH:52]1.[Cl:3][c:4]1[cH:5][cH:6][c:7]([C:8](=[O:9])[c:10]2[cH:11][c:12]3[c:13](-[c:22]4[cH:23][c:24]([I:28])[cH:25][cH:26][cH:27]4)[cH:14][c:15](=[O:21])[n:16]([CH3:20])[c:17]3[cH:18][cH:19]2)[cH:29][cH:30]1.[N:1]#[N:2]>>[Cl:3][c:4]1[cH:5][cH:6][c:7]([C:8](=[O:9])[c:10]2[cH:11][c:12]3[c:13](-[c:22]4[cH:23][c:24]([CH:31]=[CH2:32])[cH:25][cH:26][cH:27]4)[cH:14][c:15](=[O:21])[n:16]([CH3:20])[c:17]3[cH:18][cH:19]2)[cH:29][cH:30]1. Reactants: ClCCOC1=CC(=CC=C1)OC (1-(2-chloroethoxy)-3-methoxybenzene), ( 100 ), ( 29 ), N1=CC(=CC=C1)C=1C(=NC=CC1)N1CCNCC1 (1-[3-(3-pyridyl)-2-pyridyl]piperazine), ( 35 ), ( 63 ). The product is COC=1C=C(OCCN2CCN(CC2)C2=NC=CC=C2C=2C=NC=CC2)C=CC1 (1-[2-(3-Methoxyphenoxy) ethyl]-4-[3-(3-pyridyl)-2-pyridyl]piperazine). RXN SMILES: Cl[CH2:2][CH2:3][O:4][C:5]1[CH:10]=[CH:9][CH:8]=[C:7]([O:11][CH3:12])[CH:6]=1.[N:13]1[CH:18]=[CH:17][CH:16]=[C:15]([C:19]2[C:20]([N:25]3[CH2:30][CH2:29][NH:28][CH2:27][CH2:26]3)=[N:21][CH:22]=[CH:23][CH:24]=2)[CH:14]=1>>[CH3:12][O:11][C:7]1[CH:6]=[C:5]([CH:10]=[CH:9][CH:8]=1)[O:4][CH2:3][CH2:2][N:28]1[CH2:29][CH2:30][N:25]([C:20]2[C:19]([C:15]3[CH:14]=[N:13][CH:18]=[CH:17][CH:16]=3)=[CH:24][CH:23]=[CH:22][N:21]=2)[CH2:26][CH2:27]1. Reported procedure: The title compound was prepared starting from 1-(2-chloroethoxy)-3-methoxybenzene and 1-[3-(3-pyridyl)-2-pyridyl]piperazine following the procedure outlined for Example 15. 1H NMR (CDCl3): δ 2.48 (br s, 4H), 2.77 (t, 2H, J=6.0 Hz), 2.88 (app t, 4H), 3.78 (s, 3H), 4.06 (t, 2H, J=6.0 Hz), 6.45-6.52 (m, 3H), 7.04-7.10 (m, 2H) 7.33-7.37 (m, 1H), 7.46 (dd, 1H, J=1.9, 7.4 Hz), 7.97 (dt, 1H, J=1.9, 7.7 Hz), 8.28 (dd, 1H, J=1.9, 4.9 Hz), 8.56 (dd, 1H, J=1.7, 4.9 Hz), 8.82 (d, 1H, J=1.7 Hz). GC-MS m/z 39...